Dataset: the Open Reaction Database (ORD), a public repository of structured organic reaction records. Task: describe an organic reaction: reactants, conditions, products, and yield Reactants: ClC1=C(SC=C1)C(=O)Cl (3-chloro-thiophene-2-carbonyl chloride), ClC1=CC=C(C=C1)C(=N)NN (4-chloro-benzenecarboximidic hydrazide). The product is ClC1=CC=C(C=C1)C1=NNC(=N1)C=1SC=CC1Cl (3-(4-chloro-phenyl)-5-(3-chloro-thiophen-2-yl)-1H-[1,2,4]-triazole). Reaction SMILES: [Cl:1][C:2]1[CH:6]=[CH:5][S:4][C:3]=1[C:7](Cl)=O.[Cl:10][C:11]1[CH:16]=[CH:15][C:14]([C:17]([NH:19][NH2:20])=[NH:18])=[CH:13][CH:12]=1>>[Cl:10][C:11]1[CH:12]=[CH:13][C:14]([C:17]2[N:18]=[C:7]([C:3]3[S:4][CH:5]=[CH:6][C:2]=3[Cl:1])[NH:20][N:19]=2)=[CH:15][CH:16]=1. Reported procedure: Compounds of this invention with Formula V may be prepared as illustrated by the exemplary reaction in Scheme 4. Reaction of 3-chloro-thiophene-2-carbonyl chloride with 4-chloro-benzenecarboximidic hydrazide produces the product 3-(4-chloro-phenyl)-5-(3-chloro-thiophen-2-yl)-1H-[1,2,4]-triazole. Starting materials: CC1(C)COc2cc(OCc3ccccc3)ccc21, CO, [H][H]. Yields the product CC1(C)COc2cc(O)ccc21. Reaction SMILES: [CH2:1]([c:2]1[cH:3][cH:4][cH:5][cH:6][cH:7]1)[O:8][c:9]1[cH:10][c:11]2[c:12]([cH:18][cH:19]1)[C:13]([CH3:16])([CH3:17])[CH2:14][O:15]2.[CH3:22][OH:23].[H:20][H:21]>>[OH:8][c:9]1[cH:10][c:11]2[c:12]([cH:18][cH:19]1)[C:13]([CH3:16])([CH3:17])[CH2:14][O:15]2. Reactants: BrC1=CC2=C(N(C=N2)C2=CC(=C(S2)C(=O)OC)O[C@H](C)C2=C(C(=CC=C2)O[Si](C)(C)C(C)(C)C)Cl)C=C1 (methyl 5-(5-bromo-1H-benzimidazol-1-yl)-3-{[(1R)-1-(2-chloro-3-{[(1,1-dimethylethyl)(dimethyl)silyl]oxy}phenyl)ethyl]oxy}-2-thiophenecarboxylate), O.N1=C(C=CC(=C1)B(O)O)C (2-picoline-5-boronic acid hydrate), C(=O)([O-])[O-].[Na+].[Na+] (Na2CO3), Cl2Pd(dppf). Run in CC(=O)N(C)C (DMA). Run at temperature 80 celsius. Product: ClC1=C(C=CC=C1O)[C@@H](C)OC1=C(SC(=C1)N1C=NC2=C1C=CC(=C2)C=2C=NC(=CC2)C)C(=O)OC (Methyl 3-{[(1R)-1-(2-chloro-3-hydroxyphenyl)ethyl]oxy}-5-[5-(6-methyl-3-pyridinyl)-1H-benzimidazol-1-yl]-2-thiophenecarboxylate). As a reaction SMILES: Br[C:2]1[CH:37]=[CH:36][C:5]2[N:6]([C:9]3[S:13][C:12]([C:14]([O:16][CH3:17])=[O:15])=[C:11]([O:18][C@@H:19]([C:21]4[CH:26]=[CH:25][CH:24]=[C:23]([O:27][Si](C(C)(C)C)(C)C)[C:22]=4[Cl:35])[CH3:20])[CH:10]=3)[CH:7]=[N:8][C:4]=2[CH:3]=1.O.[N:39]1[CH:44]=[C:43](B(O)O)[CH:42]=[CH:41][C:40]=1[CH3:48].C([O-])([O-])=O.[Na+].[Na+]>CC(N(C)C)=O>[Cl:35][C:22]1[C:23]([OH:27])=[CH:24][CH:25]=[CH:26][C:21]=1[C@H:19]([O:18][C:11]1[CH:10]=[C:9]([N:6]2[C:5]3[CH:36]=[CH:37][C:2]([C:43]4[CH:44]=[N:39][C:40]([CH3:48])=[CH:41][CH:42]=4)=[CH:3][C:4]=3[N:8]=[CH:7]2)[S:13][C:12]=1[C:14]([O:16][CH3:17])=[O:15])[CH3:20] |f:1.2,3.4.5|. Reported procedure: To a solution of methyl 5-(5-bromo-1H-benzimidazol-1-yl)-3-{[(1R)-1-(2-chloro-3-{[(1,1-dimethylethyl)(dimethyl)silyl]oxy}phenyl)ethyl]oxy}-2-thiophenecarboxylate (300 mg, 0.48 mmol) in 4.5 mL of DMA was added 2-picoline-5-boronic acid hydrate (79 mg, 0.58 mmol), 1M Na2CO3 (1.44 ml, 1.44 mmol) and Cl2Pd(dppf) (41 mg, 0.05 mmol), and the reaction was heated to 80° C. The dark reaction was concentrated onto silica gel and purified by flash column chromatography to give the title compound, which was...